describe an organic reaction: reactants, conditions, products, and yield From a dataset of the Open Reaction Database (ORD), a public repository of structured organic reaction records. The reactants are ClC1=C(C=C(C=C1)NC(=O)C1=CC=C(C(OCC)=N)C=C1)C1=NC=CC=C1 (Ethyl 4-(4-chloro-3-(pyridin-2-yl)phenylcarbamoyl)benzimidate), COCCN (2-methoxyethanamine). Run in CO (methanol). The product is ClC1=C(C=C(C=C1)NC(C1=CC=C(C=C1)C(NCCOC)=N)=O)C1=NC=CC=C1 (N-(4-chloro-3-(pyridin-2-yl)phenyl)-4-(N-(2-methoxyethyl)carbamimidoyl)benzamide). As a reaction SMILES: [Cl:1][C:2]1[CH:7]=[CH:6][C:5]([NH:8][C:9]([C:11]2[CH:21]=[CH:20][C:14]([C:15](=[NH:19])OCC)=[CH:13][CH:12]=2)=[O:10])=[CH:4][C:3]=1[C:22]1[CH:27]=[CH:26][CH:25]=[CH:24][N:23]=1.[CH3:28][O:29][CH2:30][CH2:31][NH2:32]>CO>[Cl:1][C:2]1[CH:7]=[CH:6][C:5]([NH:8][C:9](=[O:10])[C:11]2[CH:12]=[CH:13][C:14]([C:15](=[NH:19])[NH:32][CH2:31][CH2:30][O:29][CH3:28])=[CH:20][CH:21]=2)=[CH:4][C:3]=1[C:22]1[CH:27]=[CH:26][CH:25]=[CH:24][N:23]=1. Procedure: Ethyl 4-(4-chloro-3-(pyridin-2-yl)phenylcarbamoyl)benzimidate (2.0 ml of a 0.075 M methanol solution, 0.15 mmol) was treated with 2-methoxyethanamine (19 μl, 0.23 mmol) via procedure W to afford 50 mg of N-(4-chloro-3-(pyridin-2-yl)phenyl)-4-(N-(2-methoxyethyl)carbamimidoyl)benzamide. MS (Q1) 409 (M)+. Reactants: C(=O)([O-])C(O)C(O)C(=O)[O-].[Na+].[K+] (potassium sodium tartrate), C(C)OC(=O)C1=CC(=C(C=C1)CCC1=CC=C(C=N1)N1CCN(CC1)C(=O)OC(C)(C)C)F (tert-butyl 4-(6-{2-[4-(ethoxycarbonyl)-2-fluorophenyl]ethyl}pyridin-3-yl)piperazine-1-carboxylate), O1CCCC1.[H-].C(C(C)C)[Al+]CC(C)C (diisobutylaluminum hydride tetrahydrofuran), O1CCCC1.[H-].C(C(C)C)[Al+]CC(C)C (diisobutylaluminum hydride tetrahydrofuran). Solvent: O1CCCC1 (tetrahydrofuran). Run at temperature -78 celsius, time 30 minute. Yields the product FC1=C(C=CC(=C1)CO)CCC1=CC=C(C=N1)N1CCN(CC1)C(=O)OC(C)(C)C (tert-butyl 4-(6-{2-[2-fluoro-4-(hydroxymethyl)phenyl]ethyl}pyridin-3-yl)piperazine-1-carboxylate). The yield is 81.4%. RXN SMILES: C([O:3][C:4]([C:6]1[CH:11]=[CH:10][C:9]([CH2:12][CH2:13][C:14]2[N:19]=[CH:18][C:17]([N:20]3[CH2:25][CH2:24][N:23]([C:26]([O:28][C:29]([CH3:32])([CH3:31])[CH3:30])=[O:27])[CH2:22][CH2:21]3)=[CH:16][CH:15]=2)=[C:8]([F:33])[CH:7]=1)=O)C.O1CCCC1.[H-].C([Al+]CC(C)C)C(C)C.C(C(C(C([O-])=O)O)O)([O-])=O.[Na+].[K+]>O1CCCC1>[F:33][C:8]1[CH:7]=[C:6]([CH2:4][OH:3])[CH:11]=[CH:10][C:9]=1[CH2:12][CH2:13][C:14]1[N:19]=[CH:18][C:17]([N:20]2[CH2:21][CH2:22][N:23]([C:26]([O:28][C:29]([CH3:32])([CH3:31])[CH3:30])=[O:27])[CH2:24][CH2:25]2)=[CH:16][CH:15]=1 |f:1.2.3,4.5.6|. Procedure details: To a solution of tert-butyl 4-(6-{2-[4-(ethoxycarbonyl)-2-fluorophenyl]ethyl}pyridin-3-yl)piperazine-1-carboxylate (1.414 g, 3.091 mmol) in anhydrous tetrahydrofuran (15 ml) was added dropwise at −78° C. 1M diisobutylaluminum hydride tetrahydrofuran solution (12 ml, 12 mmol) over 10 mins. After stirring at −78° C. for 30 mins, the mixture was heated to room temperature and stirred for 1 hr 40 mins. After cooling to −78° C., 1M diisobutylaluminum hydride tetrahydrofuran solution (6 ml, 6 mmol) wa... The reactants are O=C1CCC(=O)N1Cl, Cc1cnc(COc2nc(N)nc(-c3ccco3)c2C#N)c(C)c1, CN(C)C=O. The product is Cc1cnc(COc2nc(N)nc(-c3ccc(Cl)o3)c2C#N)c(C)c1. RXN SMILES: [Cl:25][N:26]1[C:27](=[O:28])[CH2:29][CH2:30][C:31]1=[O:32].[NH2:1][c:2]1[n:3][c:4](-[c:20]2[o:21][cH:22][cH:23][cH:24]2)[c:5]([C:18]#[N:19])[c:6]([O:8][CH2:9][c:10]2[n:11][cH:12][c:13]([CH3:17])[cH:14][c:15]2[CH3:16])[n:7]1.[O:33]=[CH:34][N:35]([CH3:36])[CH3:37]>>[NH2:1][c:2]1[n:3][c:4](-[c:20]2[o:21][c:22]([Cl:25])[cH:23][cH:24]2)[c:5]([C:18]#[N:19])[c:6]([O:8][CH2:9][c:10]2[n:11][cH:12][c:13]([CH3:17])[cH:14][c:15]2[CH3:16])[n:7]1. Reactants: CC(C)(C(=O)O)O/N=C(\C1=CSC(=N1)N)/C(=O)NCC=O (aldehyde 2), C(C1=CC=CC=C1)OC1=CC=C(C=C1)C1=C(C(=NN1C1CCCCC1)CO)Br ({5-[4-(benzyloxy)phenyl]-4-bromo-1-cyclohexyl-1H-pyrazol-3-yl}methanol). The product is C(C1=CC=CC=C1)OC1=CC=C(C=C1)C1=C(C(=NN1C1CCCCC1)C=O)Br (5-[4-(benzyloxy)phenyl]-4-bromo-1-cyclohexyl-1H-pyrazole-3-carbaldehyde). The yield is 82.5%. RXN SMILES: CC(O/N=C(/C(NCC=O)=O)\C1N=C(N)SC=1)(C(O)=O)C.[CH2:22]([O:29][C:30]1[CH:35]=[CH:34][C:33]([C:36]2[N:40]([CH:41]3[CH2:46][CH2:45][CH2:44][CH2:43][CH2:42]3)[N:39]=[C:38]([CH2:47][OH:48])[C:37]=2[Br:49])=[CH:32][CH:31]=1)[C:23]1[CH:28]=[CH:27][CH:26]=[CH:25][CH:24]=1>>[CH2:22]([O:29][C:30]1[CH:31]=[CH:32][C:33]([C:36]2[N:40]([CH:41]3[CH2:46][CH2:45][CH2:44][CH2:43][CH2:42]3)[N:39]=[C:38]([CH:47]=[O:48])[C:37]=2[Br:49])=[CH:34][CH:35]=1)[C:23]1[CH:24]=[CH:25][CH:26]=[CH:27][CH:28]=1. Procedure details: Aldehyde 8.3 was prepared from 8.2 according to the procedure described above for the preparation aldehyde 2.2. In this example, 8.2 (295 mg, 0.668 mmol) was oxidized to yield 242 mg (82%) of 8.3. MS (ESI) 439.3 (MH+). Reactants: CN1C(NC(C12CCN(CC2)C(=O)OCC2=CC=CC=C2)=O)=O (benzyl 1-methyl-2,4-dioxo-1,3,8-triazaspiro[4.5]decane-8-carboxylate). The reagents and catalysts are [Pd] (Palladium). Run in C(C)O (ethanol). Run at time 2 hour. Product: acetate salt, CN1C(NC(C12CCNCC2)=O)=O (1-Methyl-1,3,8-triazaspiro[4.5]decane-2,4-dione). The yield is 66.1%. RXN SMILES: [CH3:1][N:2]1[C:6]2([CH2:11][CH2:10][N:9](C(OCC3C=CC=CC=3)=O)[CH2:8][CH2:7]2)[C:5](=[O:22])[NH:4][C:3]1=[O:23]>C(O)C.[Pd]>[CH3:1][N:2]1[C:6]2([CH2:7][CH2:8][NH:9][CH2:10][CH2:11]2)[C:5](=[O:22])[NH:4][C:3]1=[O:23]. Reported procedure: Palladium (10% on carbon; 1.0 g) was added to a solution of benzyl 1-methyl-2,4-dioxo-1,3,8-triazaspiro[4.5]decane-8-carboxylate (7.82 g, 24.6 mmol) in ethanol (100 mL). The reaction vessel was evacuated and back-filled with nitrogen (3×), then back-filled with hydrogen (1 atm). After 2 h, methanol (50 mL) was added to the reaction mixture and the mixture was continued to be stirred under hydrogen (1 atm). After 4 days, the mixture was filtered through celite, washed with acetone and concentrate... The reactants are FC(C=1C=C(C=CC1)C=CC(C)=O)(F)F (4-(3-trifluoromethylphenyl)-3-butene-2-one), C1(CC(CCC1)=O)=O (1,3-cyclohexanedione), C(C)(=O)[O-].[NH4+] (ammonium acetate). Run in C(C)O (ethanol). The product is CC=1NC=2CCCC(C2C(C1)C1=CC(=CC=C1)C(F)(F)F)=O (2-Methyl-4-(3-trifluoromethylphenyl)-4,6,7,8-tetrahydro-5(1H)-quinolone). The yield is 39.8%. As a reaction SMILES: [F:1][C:2]([F:15])([F:14])[C:3]1[CH:4]=[C:5]([CH:9]=[CH:10][C:11](=O)[CH3:12])[CH:6]=[CH:7][CH:8]=1.[C:16]1(=[O:23])[CH2:21][CH2:20][CH2:19][C:18](=O)[CH2:17]1.C([O-])(=O)C.[NH4+:28]>C(O)C>[CH3:12][C:11]1[NH:28][C:18]2[CH2:19][CH2:20][CH2:21][C:16](=[O:23])[C:17]=2[CH:9]([C:5]2[CH:6]=[CH:7][CH:8]=[C:3]([C:2]([F:15])([F:14])[F:1])[CH:4]=2)[CH:10]=1 |f:2.3|. Procedure: A mixture of 4-(3-trifluoromethylphenyl)-3-butene-2-one (4.9 g), 1,3-cyclohexanedione (2.68 g), ammonium acetate (2.65 g) and 75 mL of ethanol were heated at reflux for eight hours and then cooled to room temperature. The solvent was evaporated and the residue was partitioned between water and ethyl acetate. The organic layer was dried, filtered, and evaporated to yield a yellow solid. Recrystallization from ethyl acetate provided the title compound (2.8 g) as an off-white solid; mp 184°-185° C.... Starting materials: ClC1=C(C(=C(N=N1)C(=O)C1=CC=NC=C1)C)C ((6-chloro-4,5-dimethyl-pyridazin-3-yl)-pyridin-4-yl-methanone), C[C@H]1NCCNC1 ((R)-2-methyl-piperazine). Yields the product CC1=C(N=NC(=C1C)N1C[C@H](NCC1)C)C(=O)C1=CC=NC=C1 ([4,5-Dimethyl-6-((R)-3-methyl-piperazin-1-yl)-pyridazin-3-yl]-pyridin-4-yl-methanone). Isolated yield 82.5%. As a reaction SMILES: Cl[C:2]1[N:7]=[N:6][C:5]([C:8]([C:10]2[CH:15]=[CH:14][N:13]=[CH:12][CH:11]=2)=[O:9])=[C:4]([CH3:16])[C:3]=1[CH3:17].[CH3:18][C@@H:19]1[CH2:24][NH:23][CH2:22][CH2:21][NH:20]1>>[CH3:16][C:4]1[C:3]([CH3:17])=[C:2]([N:23]2[CH2:22][CH2:21][NH:20][C@H:19]([CH3:18])[CH2:24]2)[N:7]=[N:6][C:5]=1[C:8]([C:10]1[CH:15]=[CH:14][N:13]=[CH:12][CH:11]=1)=[O:9]. Procedure: According to the protocol described below, (6-chloro-4,5-dimethyl-pyridazin-3-yl)-pyridin-4-yl-methanone (750 mg, 3.03 mmol) and (R)-2-methyl-piperazine (364 mg, 3.63 mmol) afforded the title compound as a beige solid (778 mg, 83%). Product: CC(C)(NSc1nc2ccccc2s1)c1ccccc1. Reaction SMILES: [CH3:11][C:12]([c:13]1[cH:14][cH:15][cH:16][cH:17][cH:18]1)([CH3:19])[NH2:20].[Cl:21][O-:22].[Na+:23].[SH:1][c:2]1[s:3][c:4]2[c:5]([n:6]1)[cH:7][cH:8][cH:9][cH:10]2>>[S:1]([c:2]1[s:3][c:4]2[c:5]([n:6]1)[cH:7][cH:8][cH:9][cH:10]2)[NH:20][C:12]([CH3:11])([c:13]1[cH:14][cH:15][cH:16][cH:17][cH:18]1)[CH3:19]. The reactants are CC(C)(N)c1ccccc1, [O-]Cl, [Na+], Sc1nc2ccccc2s1.